Dataset: the Open Reaction Database (ORD), a public repository of structured organic reaction records. Task: describe an organic reaction: reactants, conditions, products, and yield Reactants: CC(=O)C (acetone), [OH-].[Na+] (Sodium hydroxide), CC(=O)C (acetone), Cl.OC=1C(=NC=CC1)CO (3-hydroxy-2(hydroxymethyl)pyridine hydrochloride), C(C1=CC=CC=C1)Br (benzyl bromide). Run in O (water). Yields the product C(C1=CC=CC=C1)OC=1C(=NC=CC1)CO (3-Benzyloxy-2-(hydroxymethyl)pyridine). Yield: 104.9%. Reaction SMILES: [OH-].[Na+].CC(C)=O.Cl.[OH:8][C:9]1[C:10]([CH2:15][OH:16])=[N:11][CH:12]=[CH:13][CH:14]=1.[CH2:17](Br)[C:18]1[CH:23]=[CH:22][CH:21]=[CH:20][CH:19]=1>O>[CH2:17]([O:8][C:9]1[C:10]([CH2:15][OH:16])=[N:11][CH:12]=[CH:13][CH:14]=1)[C:18]1[CH:23]=[CH:22][CH:21]=[CH:20][CH:19]=1 |f:0.1,3.4|. Reported procedure: Sodium hydroxide (31.5 grams, 0.78 mole) was dissolved in 100 ml water and 100 ml of acetone was added followed by 3-hydroxy-2(hydroxymethyl)pyridine hydrochloride (63.8 grams; 0.39 mole). 250 ml of acetone was added followed by benzyl bromide (74.1 grams; 51.5 ml; 0.43 mole). The mixture was refluxed for a period of 4.5 hours and the acetone evaporated in vacuo. The aqueous layer was extracted with CH2Cl2 (three times 150 ml) and the extracts dried (anhydrous Na2SO4) and concentrated to yield 8... The yield is 23.3%. The product is NC1=C(C(=NN1C1=CC=C(C=C1)F)C)C(=O)OCC (Ethyl 5-amino-1-(4-fluorophenyl)-3-methylpyrazole-4-carboxylate). RXN SMILES: [F:1][C:2]1[CH:7]=[CH:6][C:5]([NH:8][NH2:9])=[CH:4][CH:3]=1.[C:10]([C:12](=[C:18](OCC)[CH3:19])[C:13]([O:15][CH2:16][CH3:17])=[O:14])#[N:11]>C(O)C>[NH2:11][C:10]1[N:8]([C:5]2[CH:6]=[CH:7][C:2]([F:1])=[CH:3][CH:4]=2)[N:9]=[C:18]([CH3:19])[C:12]=1[C:13]([O:15][CH2:16][CH3:17])=[O:14]. The solvent is C(C)O (ethanol). Reactants: FC1=CC=C(C=C1)NN (4-Fluorophenylhydrazine), C(#N)C(C(=O)OCC)=C(C)OCC (ethyl 2-cyano-3-ethoxy-3-methylacrylate). Procedure details: 4-Fluorophenylhydrazine (25 g) and ethyl 2-cyano-3-ethoxy-3-methylacrylate (32 g) were stirred in ethanol (130 ml) at a refluxing temperature for 3 h. The solvent was evaporated and diisopropyl ether was added to the residue to allow crystallization. The crystals were recrystallized from a mixed solvent of ethyl acetate-n-hexane to give the title compound (10.7 g), melting point: 129–131° C.